Task: describe an organic reaction: reactants, conditions, products, and yield. Dataset: the Open Reaction Database (ORD), a public repository of structured organic reaction records Starting materials: ClC1=CC=C(C=C1)C1=NSC2=C1C=CC(=C2)CCCCOS(=O)(=O)C (Methanesulfonic acid 4-[3-(4-chloro-phenyl)-benzo[d]isothiazol-6-yl]-butyl ester), N(CCO)CCO (Diethanolamin). Reported procedure: According to the method in example 23, Methanesulfonic acid 4-[3-(4-chloro-phenyl)-benzo[d]isothiazol-6-yl]-butyl ester and Diethanolamin were converted to yield 2-[{4-[3-(4-Chloro-phenyl)-benzo[d]isothiazol-6-yl]-butyl}-(2-hydroxy-ethyl)-amino]-ethanol, MS: 405 (MH+, 1Cl). Yields the product ClC1=CC=C(C=C1)C1=NSC2=C1C=CC(=C2)CCCCN(CCO)CCO (2-[{4-[3-(4-Chloro-phenyl)-benzo[d]isothiazol-6-yl]-butyl}-(2-hydroxy-ethyl)-amino]-ethanol). As a reaction SMILES: [Cl:1][C:2]1[CH:7]=[CH:6][C:5]([C:8]2[C:12]3[CH:13]=[CH:14][C:15]([CH2:17][CH2:18][CH2:19][CH2:20]OS(C)(=O)=O)=[CH:16][C:11]=3[S:10][N:9]=2)=[CH:4][CH:3]=1.[NH:26]([CH2:30][CH2:31][OH:32])[CH2:27][CH2:28][OH:29]>>[Cl:1][C:2]1[CH:3]=[CH:4][C:5]([C:8]2[C:12]3[CH:13]=[CH:14][C:15]([CH2:17][CH2:18][CH2:19][CH2:20][N:26]([CH2:30][CH2:31][OH:32])[CH2:27][CH2:28][OH:29])=[CH:16][C:11]=3[S:10][N:9]=2)=[CH:6][CH:7]=1. The reactants are NC1=NC2=C(N1C1=CC(=C(C=C1)C#N)Cl)C=CC=C2 (2-amino-1-[3-chloro-4-cyanophenyl]benzimidazole), O1C=C(C=C1)B(O)O (3-furylboronic acid). The product is NC1=NC2=C(N1C1=CC(=C(C=C1)C#N)C1=COC=C1)C=CC=C2 (2-Amino-1-[3-(3-furyl)-4-cyanophenyl]benzimidazole). Reaction SMILES: [NH2:1][C:2]1[N:6]([C:7]2[CH:12]=[CH:11][C:10]([C:13]#[N:14])=[C:9](Cl)[CH:8]=2)[C:5]2[CH:16]=[CH:17][CH:18]=[CH:19][C:4]=2[N:3]=1.[O:20]1[CH:24]=[CH:23][C:22](B(O)O)=[CH:21]1>>[NH2:1][C:2]1[N:6]([C:7]2[CH:12]=[CH:11][C:10]([C:13]#[N:14])=[C:9]([C:22]3[CH:23]=[CH:24][O:20][CH:21]=3)[CH:8]=2)[C:5]2[CH:16]=[CH:17][CH:18]=[CH:19][C:4]=2[N:3]=1. Reported procedure: 2-Amino-1-[3-(3-furyl)-4-cyanophenyl]benzimidazole was prepared from 2-amino-1-[3-chloro-4-cyanophenyl]benzimidazole and 3-furylboronic acid by method B. mp 140°-144° C. Reactants: BOC-anhydride, ClC1=CC=C(C=C1)C1(C(CN(CC1)C(=O)OC(C)(C)C)C)O (tert-butyl 4-(4-chlorophenyl)-4-hydroxy-3-methylpiperidine-1-carboxylate), Cl (HCl), [OH-].[Na+] (sodium hydroxide). Conditions: temperature 0 celsius. The product is ClC1=CC=C(C=C1)C1=C(CN(CC1)C(=O)OC(C)(C)C)C (tert-Butyl 4-(4-chlorophenyl)-3-methyl-5,6-dihydropyridine-1(2H)-carboxylate). Isolated yield 94.9%. RXN SMILES: [Cl:1][C:2]1[CH:7]=[CH:6][C:5]([C:8]2(O)[CH2:13][CH2:12][N:11]([C:14]([O:16][C:17]([CH3:20])([CH3:19])[CH3:18])=[O:15])[CH2:10][CH:9]2[CH3:21])=[CH:4][CH:3]=1.Cl.[OH-].[Na+]>>[Cl:1][C:2]1[CH:7]=[CH:6][C:5]([C:8]2[CH2:13][CH2:12][N:11]([C:14]([O:16][C:17]([CH3:20])([CH3:19])[CH3:18])=[O:15])[CH2:10][C:9]=2[CH3:21])=[CH:4][CH:3]=1 |f:2.3|. Procedure details: A suspension of tert-butyl 4-(4-chlorophenyl)-4-hydroxy-3-methylpiperidine-1-carboxylate (5.5 g, 16.88 mmol) in concentrated HCl (15 mL, 180 mmol) was stirred until a homogeneous solution was observed. The reaction was then heated to reflux and stirred overnight. The mixture was cooled to 0° C. and treated with the careful, portion-wise addition of solid sodium hydroxide until a pH of ˜13 was achieved. The biphasic mixture was extracted 5× with ethyl acetate, and the combined organic phases were...